From a dataset of the Open Reaction Database (ORD), a public repository of structured organic reaction records. describe an organic reaction: reactants, conditions, products, and yield The reactants are O=C([O-])[O-], CC(=O)OCCCCBr, O=C([O-])O, CN(C)C=O, Clc1ncnc2cc[nH]c12, [Cs+], [Cs+], [Na+]. The product is CC(=O)OCCCCn1ccc2ncnc(Cl)c21. As a reaction SMILES: [C:11](=[O:12])([O-:13])[O-:14].[C:17]([CH3:18])(=[O:19])[O:20][CH2:21][CH2:22][CH2:23][CH2:24][Br:25].[C:26](=[O:27])([O-:28])[OH:29].[CH3:31][N:32]([CH3:33])[CH:34]=[O:35].[Cl:1][c:2]1[c:3]2[c:4]([n:5][cH:6][n:7]1)[cH:8][cH:9][nH:10]2.[Cs+:15].[Cs+:16].[Na+:30]>>[Cl:1][c:2]1[c:3]2[c:4]([n:5][cH:6][n:7]1)[cH:8][cH:9][n:10]2[CH2:24][CH2:23][CH2:22][CH2:21][O:20][C:17]([CH3:18])=[O:19]. The reactants are NOCC(=O)N (2-(aminooxy) acetamide), ON1N=NC2=C1C=CC=C2 (1-hydroxybenzotriazole), Cl.C(C)N=C=NCCCN(C)C (1-ethyl-(3-dimethylaminopropyl)carbodiimide hydrochloride), C(C1=CC=CC=C1)ON1[C@@H]2CC[C@H](N(C1=O)C2)C(=O)O ((2S,5R)-6-(benzyloxy)-7-oxo-1,6-diazabicyclo[3.2.1]octane-2-carboxylic acid). The solvent is C(Cl)Cl (DCM), C(Cl)Cl (DCM). Conditions: time 8 hour. The product is NC(CONC(=O)[C@H]1N2C(N([C@H](CC1)C2)OCC2=CC=CC=C2)=O)=O ((2S,5R)—N-(2-Amino-2-oxoethoxy)-6-(benzyloxy)-7-oxo-1,6-diazabicyclo[3.2.1]octane-2-carboxamide). Yield: 80.6%. As a reaction SMILES: [CH2:1]([O:8][N:9]1[C:15](=[O:16])[N:14]2[CH2:17][C@H:10]1[CH2:11][CH2:12][C@H:13]2[C:18]([OH:20])=O)[C:2]1[CH:7]=[CH:6][CH:5]=[CH:4][CH:3]=1.[NH2:21][O:22][CH2:23][C:24]([NH2:26])=[O:25].ON1C2C=CC=CC=2N=N1.Cl.C(N=C=NCCCN(C)C)C>C(Cl)Cl>[NH2:26][C:24](=[O:25])[CH2:23][O:22][NH:21][C:18]([C@@H:13]1[CH2:12][CH2:11][C@@H:10]2[CH2:17][N:14]1[C:15](=[O:16])[N:9]2[O:8][CH2:1][C:2]1[CH:3]=[CH:4][CH:5]=[CH:6][CH:7]=1)=[O:20] |f:3.4|. Procedure details: To a mixture of (2S,5R)-6-(benzyloxy)-7-oxo-1,6-diazabicyclo[3.2.1]octane-2-carboxylic acid 1 (0.200 g, 0.723 mmol, US 2005/20572 A1) in DCM (6.0 mL) were added 2-(aminooxy) acetamide 53 (0.098 g, 1.086 mmol), 1-hydroxybenzotriazole (0.147 g, 1.086 mmol) and 1-ethyl-(3-dimethylaminopropyl)carbodiimide hydrochloride (0.208 g, 1.086 mmol) sequentially at room temperature. The mixture was stirred at room temperature overnight, diluted with DCM and concentrated to provide a residue which was subject... The reactants are C([O-])([O-])=O.[K+].[K+] (potassium carbonate), BrC1=C(C=CC=C1)O (2-bromo phenol), COC1=CC=C(C=C1)C(CBr)=O (4'-methoxy-2-bromo acetophenone), O (water). Run in CC(=O)C (acetone), CC(=O)C (acetone). The product is BrC1=C(OCC(=O)C2=CC=C(C=C2)OC)C=CC=C1 ((2-bromo phenoxy)-4'-methoxy acetophenone). RXN SMILES: C(=O)([O-])[O-].[K+].[K+].[Br:7][C:8]1[CH:13]=[CH:12][CH:11]=[CH:10][C:9]=1[OH:14].[CH3:15][O:16][C:17]1[CH:22]=[CH:21][C:20]([C:23](=[O:26])[CH2:24]Br)=[CH:19][CH:18]=1.O>CC(C)=O>[Br:7][C:8]1[CH:13]=[CH:12][CH:11]=[CH:10][C:9]=1[O:14][CH2:24][C:23]([C:20]1[CH:21]=[CH:22][C:17]([O:16][CH3:15])=[CH:18][CH:19]=1)=[O:26] |f:0.1.2|. Procedure details: 44.3 g of potassium carbonate were added to a mixture of 34 ml of 2-bromo phenol, 150 ml of acetone and 75 g of 4'-methoxy-2-bromo acetophenone in 150 ml of acetone. The mixture was refluxed for 16 hours and the solution was poured into water. The aqueous phase was extracted with ethyl acetate, dried, filtered and brought to dryness to obtain 101 g of the desired product melting at 104° C. Starting materials: OC=1C=C(C#N)C=CC1O (3,4-dihydroxybenzonitrile), CC([O-])C.[Ti+4].CC([O-])C.CC([O-])C.CC([O-])C (titanium(IV) isopropoxide). Run in C1(=CC=CC=C1)C (toluene). Reaction conditions: temperature 100 celsius. The product is C(#N)C1=C(C([O-])=CC=C1)[O-].[Ti+4].C(#N)C1=C(C([O-])=CC=C1)[O-] (Titanium Cyanocatecholate). Reaction SMILES: [OH:1][C:2]1[CH:3]=[C:4]([CH:7]=[CH:8][C:9]=1O)[C:5]#[N:6].CC(C)[O-:13].[Ti+4:15].CC(C)[O-:18].CC(C)[O-].CC(C)[O-]>C1(C)C=CC=CC=1>[C:5]([C:4]1[CH:7]=[CH:8][CH:9]=[C:2]([O-:1])[C:3]=1[O-:13])#[N:6].[Ti+4:15].[C:5]([C:4]1[CH:7]=[CH:8][CH:9]=[C:2]([O-:1])[C:3]=1[O-:18])#[N:6] |f:1.2.3.4.5,7.8.9|. Procedure details: A solution of 3,4-dihydroxybenzonitrile (5.00 g, 37.0 mmol) and toluene (45 ml) was dehydrated by distilling 5 mL of the solution. Thereafter, 5.25 g (18.5 mmol) of titanium(IV) isopropoxide (TTIP) was added to the solution while stirring. The mixed solution was refluxed for 1 hour, and then, while the distillation temperature was 100° C. or higher, distilled until the amount of the solution became half. After the distillation, solid content of the product was isolated by suction filtering using... Reactants: Nc1nc2ccc(F)cn2c1-c1ccccc1, O=C(Cl)Cc1ccc(F)cc1, C1CCOC1, c1ccncc1. The product is O=C(Cc1ccc(F)cc1)Nc1nc2ccc(F)cn2c1-c1ccccc1. RXN SMILES: [F:1][c:2]1[cH:3][cH:4][c:5]2[n:6]([cH:7]1)[c:8](-[c:12]1[cH:13][cH:14][cH:15][cH:16][cH:17]1)[c:9]([NH2:11])[n:10]2.[F:24][c:25]1[cH:26][cH:27][c:28]([CH2:31][C:32](=[O:33])[Cl:34])[cH:29][cH:30]1.[O:35]1[CH2:36][CH2:37][CH2:38][CH2:39]1.[cH:18]1[cH:19][cH:20][n:21][cH:22][cH:23]1>>[F:1][c:2]1[cH:3][cH:4][c:5]2[n:6]([cH:7]1)[c:8](-[c:12]1[cH:13][cH:14][cH:15][cH:16][cH:17]1)[c:9]([NH:11][C:32]([CH2:31][c:28]1[cH:27][cH:26][c:25]([F:24])[cH:30][cH:29]1)=[O:33])[n:10]2. Reaction SMILES: [CH:33]([N:34]([CH2:35][CH3:36])[CH:37]([CH3:38])[CH3:39])([CH3:40])[CH3:41].[Cl:42][CH2:43][Cl:44].[F:14][c:15]1[cH:16][c:17]([NH2:18])[cH:19][cH:20][c:21]1[O:22][c:23]1[c:24]2[c:25]([n:26][cH:27][cH:28]1)[cH:29][c:30]([I:32])[s:31]2.[O:1]=[C:2]([CH2:3][C:4](=[O:5])[OH:6])[NH:7][c:8]1[cH:9][cH:10][cH:11][cH:12][cH:13]1>>[O:1]=[C:2]([CH2:3][C:4](=[O:5])[NH:18][c:17]1[cH:16][c:15]([F:14])[c:21]([O:22][c:23]2[c:24]3[c:25]([n:26][cH:27][cH:28]2)[cH:29][c:30]([I:32])[s:31]3)[cH:20][cH:19]1)[NH:7][c:8]1[cH:9][cH:10][cH:11][cH:12][cH:13]1. Product: O=C(CC(=O)Nc1ccc(Oc2ccnc3cc(I)sc23)c(F)c1)Nc1ccccc1. Reactants: CCN(C(C)C)C(C)C, ClCCl, Nc1ccc(Oc2ccnc3cc(I)sc23)c(F)c1, O=C(O)CC(=O)Nc1ccccc1.